Dataset: the Open Reaction Database (ORD), a public repository of structured organic reaction records. Task: describe an organic reaction: reactants, conditions, products, and yield Starting materials: CCCCCCCCCCCCOC(=O)C(C)N(C)C (DDAIP), CN(C(C(=O)OCCCCCCCCCCCC)C)C (dodecyl 2-(dimethylamino)propanoate), C(CC(O)(C(=O)O)CC(=O)O)(=O)O (citric acid). Run in CO (methanol). Run at time 12 hour. Product: C(CC(O)(C(=O)O)CC(=O)O)(=O)O.CN(C(C(=O)OCCCCCCCCCCCC)C)C (dodecyl 2-(dimethylamino)propanoate citrate salt). Yield: 95.6%. Reaction SMILES: [CH3:1][CH2:2][CH2:3][CH2:4][CH2:5][CH2:6][CH2:7][CH2:8][CH2:9][CH2:10][CH2:11][CH2:12][O:13][C:14]([CH:16]([N:18]([CH3:20])[CH3:19])[CH3:17])=[O:15].[C:21]([OH:33])(=[O:32])[CH2:22][C:23]([CH2:28][C:29]([OH:31])=[O:30])([C:25]([OH:27])=[O:26])[OH:24]>CO>[C:21]([OH:33])(=[O:32])[CH2:22][C:23]([CH2:28][C:29]([OH:31])=[O:30])([C:25]([OH:27])=[O:26])[OH:24].[CH3:19][N:18]([CH3:20])[CH:16]([CH3:17])[C:14]([O:13][CH2:12][CH2:11][CH2:10][CH2:9][CH2:8][CH2:7][CH2:6][CH2:5][CH2:4][CH2:3][CH2:2][CH3:1])=[O:15] |f:3.4|. Reported procedure: A stirred solution of DDAIP base 4 (75 g, 263 mmol) in methanol (600 mL) was cooled to 0° C. then citric acid 8 (50.4 g, 0.263) was added in one lot. After addition, the temperature of the reaction mixture was slowly raised to RT, stirred at RT for 12 h, and the reaction mixture was monitored by TLC. The solvent was concentrated under vacuum. The residue was diluted with n-hexane (100 mL) which was not miscible with the product. Some seeding material was prepared (scratching the crude in a glass... Starting materials: [Al+3], CN1CCC(=O)N2c3cccnc3Cc3ccccc3C2C1, [H-], [H-], [H-], [H-], [Li+], C1COCCO1. Yields the product CN1CCCN2c3cccnc3Cc3ccccc3C2C1. Reaction SMILES: [Al+3:24].[CH3:1][N:2]1[CH2:3][CH:4]2[N:5]([c:6]3[c:7]([n:15][cH:16][cH:17][cH:18]3)[CH2:8][c:9]3[c:10]2[cH:11][cH:12][cH:13][cH:14]3)[C:19](=[O:22])[CH2:20][CH2:21]1.[H-:23].[H-:26].[H-:27].[H-:28].[Li+:25].[O:29]1[CH2:30][CH2:31][O:32][CH2:33][CH2:34]1>>[CH3:1][N:2]1[CH2:3][CH:4]2[N:5]([c:6]3[c:7]([n:15][cH:16][cH:17][cH:18]3)[CH2:8][c:9]3[c:10]2[cH:11][cH:12][cH:13][cH:14]3)[CH2:19][CH2:20][CH2:21]1. Reactants: Cl (hydrochloric acid), reduced iron, C(C)N(S(=O)(=O)C1=CC(=CC=C1)[N+](=O)[O-])CC (N,N-diethyl-3-(nitro)benzenesulfonamide). Run in CO (methanol). Reaction conditions: time 2 hour. Yields the product C(C)N(S(=O)(=O)C1=CC(=CC=C1)N)CC (N,N-diethyl-3-(amino)benzenesulfonamide). Isolated yield 87.0%. As a reaction SMILES: [CH2:1]([N:3]([CH2:16][CH3:17])[S:4]([C:7]1[CH:12]=[CH:11][CH:10]=[C:9]([N+:13]([O-])=O)[CH:8]=1)(=[O:6])=[O:5])[CH3:2].Cl>CO>[CH2:16]([N:3]([CH2:1][CH3:2])[S:4]([C:7]1[CH:12]=[CH:11][CH:10]=[C:9]([NH2:13])[CH:8]=1)(=[O:6])=[O:5])[CH3:17]. Procedure: The N,N-diethyl-3-(nitro)benzenesulfonamide (3.9 g) was dissolved in methanol (60 ml) and, after an addition of conc. hydrochloric acid (10 ml), reduced iron (4.2 g) was added and the mixture was stirred at room temperature for 2 hours. After filtration, methanol was evaporated under a reduced pressure and the residue was made basic with an addition of 4N sodium hydroxide. The iron oxide precipitated was separated by filtration, washed with methylene chloride (50 ml). Also the filtrate was extra... Starting materials: CI (methyl iodide), CCCCC (pentane), [H-].[Na+] (sodium hydride), CN(S(=O)(=O)N1C(=NC(=C1)C(C1=CC=NC2=CC=CC=C12)O)[Si](C)(C)C(C)(C)C)C (2-(tert-Butyldimethylsilyl)-4-(hydroxyquinolin-4-yl-methyl)-imidazole-1-sulfonic acid dimethylamide). Run in C1CCOC1 (THF). Conditions: time 15 minute. Product: CN(S(=O)(=O)N1C(=NC(=C1)C(C1=CC=NC2=CC=CC=C12)OC)[Si](C)(C)C(C)(C)C)C (2-(tert-Butyldimethylsilyl)-4-(methoxyquinolin-4-yl-methyl)-imidazole-1-sulfonic acid dimethylamide). Yield: 83.0%. Reaction SMILES: [CH3:1]CCCC.[H-].[Na+].[CH3:8][N:9]([CH3:37])[S:10]([N:13]1[CH:17]=[C:16]([CH:18]([OH:29])[C:19]2[C:28]3[C:23](=[CH:24][CH:25]=[CH:26][CH:27]=3)[N:22]=[CH:21][CH:20]=2)[N:15]=[C:14]1[Si:30]([C:33]([CH3:36])([CH3:35])[CH3:34])([CH3:32])[CH3:31])(=[O:12])=[O:11].CI>C1COCC1>[CH3:8][N:9]([CH3:37])[S:10]([N:13]1[CH:17]=[C:16]([CH:18]([O:29][CH3:1])[C:19]2[C:28]3[C:23](=[CH:24][CH:25]=[CH:26][CH:27]=3)[N:22]=[CH:21][CH:20]=2)[N:15]=[C:14]1[Si:30]([C:33]([CH3:34])([CH3:36])[CH3:35])([CH3:32])[CH3:31])(=[O:11])=[O:12] |f:1.2|. Procedure: To pentane washed sodium hydride (0.048 g, 1.2 mmol) in 5 ml of THF at 0° C., 2-(tert-Butyldimethylsilyl)-4-(hydroxyquinolin-4-yl-methyl)-imidazole-1-sulfonic acid dimethylamide (example 8, step A) (0.375 g, 0.811 mmol) was added slowly over a period of 5 minutes. After stirring at room temperature for 15 minutes, it was, again cooled to 0° C. and methyl iodide (0.1 ml, 1.62 mmol) was added neat. The reaction mixture was stirred at room temperature for 1 hour, concentrated under reduced pressure... Reactants: BrC1=NC2=C(N1[C@H]1[C@H](OC(C)=O)[C@H](OC(C)=O)[C@H](OC(C)=O)CO1)C=CC(=C2)Cl (2-Bromo-5-chloro-(2,3,4-tri-O-acetyl-beta-D-ribopyranosyl)-1H-benzimidazole), [Li+].[OH-] (LiOH). Run in P(=O)([O-])([O-])[O-] (phosphate), O1CCOCC1 (dioxane). Reaction conditions: time 0.25 hour. Yields the product BrC1=NC2=C(N1[C@H]1[C@H](O)[C@H](O)[C@H](O)CO1)C=CC(=C2)Cl (2-Bromo-5-chloro-1-beta-D-ribopyranosyl-1H-benzimidazole). RXN SMILES: [Br:1][C:2]1[N:6]([C@@H:7]2[O:24][CH2:23][C@@H:18]([O:19]C(=O)C)[C@@H:13]([O:14]C(=O)C)[C@H:8]2[O:9]C(=O)C)[C:5]2[CH:25]=[CH:26][C:27]([Cl:29])=[CH:28][C:4]=2[N:3]=1.[Li+].[OH-]>O1CCOCC1.P([O-])([O-])([O-])=O>[Br:1][C:2]1[N:6]([C@@H:7]2[O:24][CH2:23][C@@H:18]([OH:19])[C@@H:13]([OH:14])[C@H:8]2[OH:9])[C:5]2[CH:25]=[CH:26][C:27]([Cl:29])=[CH:28][C:4]=2[N:3]=1 |f:1.2|. Procedure details: 2-Bromo-5-chloro-(2,3,4-tri-O-acetyl-beta-D-ribopyranosyl)-1H-benzimidazole (0.15 g, 0.31 mmol) was deprotected as outlined in General Procedure V by being dissolved in 5 ml dioxane at rt. To this solution was added all at once, 1.2 ml (1.2 mmol) of 1M aq. LiOH. The mixture stirred at ambient temperature for 0.25 h. The mixture was diluted with 15 ml of pH 7 phosphate buffer and extracted with ethyl acetate. The ethyl acetate layer was dried over magnesium sulfate (anhyd.), filtered and solvents... Reagents/catalysts: [Ni] (Raney nickel). The reactants are COC=1C=C2C=CC(=NC2=C(C1)[N+](=O)[O-])C=C (6-methoxy-8-nitro-2-vinylquinoline), O.NN (hydrazine hydrate). The product is NC=1C=C(C=C2C=CC(=NC12)CC)OC (8-Amino-2-ethyl-6-methoxyquinoline). Run in C1(=CC=CC=C1)C (toluene). As a reaction SMILES: [CH3:1][O:2][C:3]1[CH:4]=[C:5]2[C:10](=[C:11]([N+:13]([O-])=O)[CH:12]=1)[N:9]=[C:8]([CH:16]=[CH2:17])[CH:7]=[CH:6]2.O.NN>[Ni].C1(C)C=CC=CC=1>[NH2:13][C:11]1[CH:12]=[C:3]([O:2][CH3:1])[CH:4]=[C:5]2[C:10]=1[N:9]=[C:8]([CH2:16][CH3:17])[CH:7]=[CH:6]2 |f:1.2|. Procedure details: To a mixture of 9.6 g (0.04 mole) of 6-methoxy-8-nitro-2-vinylquinoline, 5 g (wet weight, washed with ethanol) of Raney nickel catalyst and 250 ml of toluene-95% ethanol (1:1) was added 25 ml of 85% hydrazine hydrate in portions, and after the vigorous reaction was over the mixture was heated under reflux for 5 hr. The condensor was removed and the mixture heated (ethanol added) until the vapors were faintly alkaline. The mixture was cooled, filtered over diatomaceous earth, and the filtrate con... Starting materials: 3,6-diacyloxycyclohexene, C(C)(C)(C)OO (tertiary butyl hydroperoxide), cuprous chloride, C1=CCCCC1 (cyclohexene), C(C)(=O)O (acetic acid), [O-]O (hydroperoxide). Yields the product C(C)(=O)OC1C=CCCC1 (3-acetoxycyclohexene). RXN SMILES: [CH:1]1[CH2:6][CH2:5][CH2:4][CH2:3][CH:2]=1.[C:7]([OH:10])(=[O:9])[CH3:8].C(OO)(C)(C)C.[O-]O>>[C:7]([O:10][CH:1]1[CH2:6][CH2:5][CH2:4][CH:3]=[CH:2]1)(=[O:9])[CH3:8]. Procedure details: In order to demonstrate that the 3,6-diacyloxycyclohexene can be prepared in a single step procedure, a mixture of 20.5 g. (0.25 moles) cyclohexene, 45 g. (0.75 moles) acetic acid and 45 g. of 90.5 weight percent purity tertiary butyl hydroperoxide (0.45 moles) and 0.4 g. cuprous chloride was heated at 80° - 85° C. for 10 hours at which time it was found that 97 weight percent of the hydroperoxide had been consumed. Analysis by glpc showed that 21 mole percent yield to 3-acetoxycyclohexene and a...